This data is from the Open Reaction Database (ORD), a public repository of structured organic reaction records. The task is: describe an organic reaction: reactants, conditions, products, and yield Starting materials: CCCCCCC (n-Heptane), C(C)OC(=O)CC=1N=C(SC1)S (4-Ethoxycarbonylmethyl-2-mercaptothiazole), [OH-].[Na+] (sodium hydroxide), ClC=1C=C(CN2C[C@@H](OCC2)CNC(CCl)=O)C=CC1Cl ((2S)-N-{[4-(3,4-dichlorobenzyl)morpholin-2-yl]methyl}chloroacetamide). The solvent is O (water), O (water), C(C)(C)(C)O (tert-butanol), COC(C)(C)C (tert-butyl methyl ether). Reaction conditions: time 1.5 hour. Product: C(=O)(O)CC=1N=C(SC1)SCC(=O)NC[C@H]1CN(CCO1)CC1=CC(=C(C=C1)Cl)Cl ((2S)-[4-(carboxymethyl)thiazol-2-ylthio)-N-{[4-(3,4-dichlorobenzyl)morpholin-2-yl]methyl}acetamide). As a reaction SMILES: C([O:3][C:4]([CH2:6][C:7]1[N:8]=[C:9]([SH:12])[S:10][CH:11]=1)=[O:5])C.[OH-].[Na+].[Cl:15][C:16]1[CH:17]=[C:18]([CH:32]=[CH:33][C:34]=1[Cl:35])[CH2:19][N:20]1[CH2:25][CH2:24][O:23][C@@H:22]([CH2:26][NH:27][C:28](=[O:31])[CH2:29]Cl)[CH2:21]1.CCCCCCC>O.C(O)(C)(C)C.COC(C)(C)C>[C:4]([CH2:6][C:7]1[N:8]=[C:9]([S:12][CH2:29][C:28]([NH:27][CH2:26][C@@H:22]2[O:23][CH2:24][CH2:25][N:20]([CH2:19][C:18]3[CH:32]=[CH:33][C:34]([Cl:35])=[C:16]([Cl:15])[CH:17]=3)[CH2:21]2)=[O:31])[S:10][CH:11]=1)([OH:3])=[O:5] |f:1.2|. Reported procedure: 4-Ethoxycarbonylmethyl-2-mercaptothiazole (70.14 g) was dissolved in a mixed solution of water (300 ml) and tert-butanol (250 ml), sodium hydroxide (29.46 g) was added on a water bath, and the mixture was stirred for 1.5 hr. To the reaction mixture was added a solution of (2S)-N-{[4-(3,4-dichlorobenzyl)morpholin-2-yl]methyl}chloroacetamide obtained in the above-mentioned 1-1 in tert-butyl methyl ether, and the mixture was stirred at 65° C. for 6 hr. n-Heptane (50 ml) and water (50 ml) were added... The reactants are C(C)(=O)OCCSC(C(CN1N=CN=C1)(O)C1=C(C=C(C=C1)F)F)(F)F (1-(2-acetoxyethyl)thio-2-(2,4-difluorophenyl)-1,1-difluoro-3-(1H-1,2,4-triazol-1-yl)propan-2-ol), aqueous solution, O.[OH-].[Li+] (lithium hydroxide monohydrate). Run in C(C)O (ethanol). Reaction conditions: time 1 hour. Yields the product FC1=C(C=CC(=C1)F)C(C(SCCO)(F)F)(CN1N=CN=C1)O (2-(2,4-difluorphenyl)-1,1-difluoro-1-(2-hydroxyethyl)thio-3-(1H-1,2,4-triazol-1-yl)propan-2-ol). The yield is 27.0%. As a reaction SMILES: C([O:4][CH2:5][CH2:6][S:7][C:8]([F:26])([F:25])[C:9]([C:17]1[CH:22]=[CH:21][C:20]([F:23])=[CH:19][C:18]=1[F:24])([OH:16])[CH2:10][N:11]1[CH:15]=[N:14][CH:13]=[N:12]1)(=O)C.O.[OH-].[Li+]>C(O)C>[F:24][C:18]1[CH:19]=[C:20]([F:23])[CH:21]=[CH:22][C:17]=1[C:9]([OH:16])([CH2:10][N:11]1[CH:15]=[N:14][CH:13]=[N:12]1)[C:8]([F:26])([F:25])[S:7][CH2:6][CH2:5][OH:4] |f:1.2.3|. Procedure: To a solution of 1-(2-acetoxyethyl)thio-2-(2,4-difluorophenyl)-1,1-difluoro-3-(1H-1,2,4-triazol-1-yl)propan-2-ol (14.3 g, 0.12 mol) in ethanol (200 ml), a 10% aqueous solution (20 ml) of lithium hydroxide monohydrate was added and they were stirred at room temperature for one hour. After the completion of the reaction, the reaction mixture was distilled off under reduced pressure. Water was added to the residue so obtained, followed by extraction with chloroform. The chloroform solution was wash... The reactants are C(CCC)[Li] (butyllithium), C[Si](OCCC1=CCC2=CC=CC=C12)(C)C (3-(2-trimethylsiloxyethyl)indene). The solvent is CCCCCC (hexane), CCOCC (ether). Conditions: time 2 hour. Product: C[Si](OCC[C-]1C=CC2=CC=CC=C12)(C)C.[Li+] (lithium [1-(2-trimethylsiloxyethyl)indenide]). The yield is 91.5%. Reaction SMILES: C([Li:5])CCC.[CH3:6][Si:7]([CH3:21])([CH3:20])[O:8][CH2:9][CH2:10][C:11]1[C:19]2[C:14](=[CH:15][CH:16]=[CH:17][CH:18]=2)[CH2:13][CH:12]=1>CCCCCC.CCOCC>[CH3:20][Si:7]([CH3:6])([CH3:21])[O:8][CH2:9][CH2:10][C-:11]1[C:19]2[C:14](=[CH:15][CH:16]=[CH:17][CH:18]=2)[CH:13]=[CH:12]1.[Li+:5] |f:4.5|. Reported procedure: 10.3 ml (16.4 mmol) of a 1.6 M butyllithium solution in hexane was added to 3.8 g (16.4 mmol) of [3-(2-trimethylsiloxyethyl)indene] in ether at −78° C. The immediate formation of a white solid was observed. The mixture was maintained under stirring for 2 h. Then the solvent was removed under vacuum and the residue was washed twice with 25 ml of hexane to give a white solid. (3.6 g, 15 mmol, yield: 91.5%). Starting materials: O=C(Cl)OCc1ccccc1, [Na+], [OH-], O, NC(Cc1ccc2ccccc2c1)C(=O)O. The product is O=C(NC(Cc1ccc2ccccc2c1)C(=O)O)OCc1ccccc1. Reaction SMILES: [Cl:19][C:20](=[O:21])[O:22][CH2:23][c:24]1[cH:25][cH:26][cH:27][cH:28][cH:29]1.[Na+:18].[OH-:17].[OH2:30].[cH:1]1[c:2]([CH2:11][CH:12]([NH2:13])[C:14](=[O:15])[OH:16])[cH:3][cH:4][c:5]2[cH:6][cH:7][cH:8][cH:9][c:10]12>>[cH:1]1[c:2]([CH2:11][CH:12]([NH:13][C:20](=[O:21])[O:22][CH2:23][c:24]2[cH:25][cH:26][cH:27][cH:28][cH:29]2)[C:14](=[O:15])[OH:16])[cH:3][cH:4][c:5]2[cH:6][cH:7][cH:8][cH:9][c:10]12. The reactants are NCCCC=C1CCCCC1, [I-], [I-], CC1(C)CO1, C1CCOC1, [Sm+2]. Product: CC1(C)CC(CCCN)C2(CCCCC2)O1. As a reaction SMILES: [C:1]1(=[CH:7][CH2:8][CH2:9][CH2:10][NH2:11])[CH2:2][CH2:3][CH2:4][CH2:5][CH2:6]1.[I-:17].[I-:19].[O:12]1[CH2:13][C:14]1([CH3:15])[CH3:16].[O:20]1[CH2:21][CH2:22][CH2:23][CH2:24]1.[Sm+2:18]>>[C:1]12([CH2:2][CH2:3][CH2:4][CH2:5][CH2:6]1)[CH:7]([CH2:8][CH2:9][CH2:10][NH2:11])[CH2:13][C:14]([CH3:15])([CH3:16])[O:12]2.